This data is from the Open Reaction Database (ORD), a public repository of structured organic reaction records. The task is: describe an organic reaction: reactants, conditions, products, and yield Procedure: A solution of 10H-pyrazolo[1′,5′:1,2]imidazo[4,5-c]quinoline (1.00 g, 4.80 mmol) in tetrahydrofuran (24 mL), under a nitrogen atmosphere, was chilled in an ice-water bath. The solution was treated with NaH (0.29 g, 7.20 mmol, 60%) in small portions over 2 min. After 10 min, the mixture was treated with p-toluenesulfonyl chloride (1.01 g, 5.28 mmol), and allowed to come to ambient temperature. After 1.5 h the reaction was quenched with slow addition of water (5 mL). The reaction mixture was conce... Conditions: time 10 minute. Product: CC1=CC=C(C=C1)S(=O)(=O)N1C=CC=2N1C1=C(C=NC3=CC=CC=C13)N2 (10-[(4-methylphenyl)sulfonyl]-10H-pyrazolo[1′,5′:1,2]imidazo[4,5-c]quinoline). Isolated yield 28.2%. Reactants: [H-].[Na+] (NaH), C1=C2C3=C(C=NC2=CC=C1)N=C1N3NC=C1 (10H-pyrazolo[1′,5′:1,2]imidazo[4,5-c]quinoline), C1(=CC=C(C=C1)S(=O)(=O)Cl)C (p-toluenesulfonyl chloride). Run in C(C)(C)(C)OC (methyl tert-butyl ether), O1CCCC1 (tetrahydrofuran). As a reaction SMILES: [CH:1]1[CH:10]=[CH:9][CH:8]=[C:7]2[C:2]=1[C:3]1[N:13]3[NH:14][CH:15]=[CH:16][C:12]3=[N:11][C:4]=1[CH:5]=[N:6]2.[H-].[Na+].[C:19]1([CH3:29])[CH:24]=[CH:23][C:22]([S:25](Cl)(=[O:27])=[O:26])=[CH:21][CH:20]=1>O1CCCC1.C(OC)(C)(C)C>[CH3:29][C:19]1[CH:24]=[CH:23][C:22]([S:25]([N:14]2[N:13]3[C:3]4[C:2]5[C:7](=[CH:8][CH:9]=[CH:10][CH:1]=5)[N:6]=[CH:5][C:4]=4[N:11]=[C:12]3[CH:16]=[CH:15]2)(=[O:27])=[O:26])=[CH:21][CH:20]=1 |f:1.2|. The reactants are CCOC(=O)CN1C(=O)CN(CC(=O)OC)C1=NN=Cc1ccccc1, Cl. Yields the product CCOC(=O)CN1C(=O)CN2CC(=O)NN=C21. Reaction SMILES: [CH:1]([c:4]1[cH:5][cH:6][cH:7][cH:24][cH:26]1)=[N:8][N:9]=[C:10]1[N:11]([CH2:22][C:23](=[O:3])[O:25][CH3:2])[CH2:12][C:13](=[O:21])[N:14]1[CH2:15][C:16](=[O:17])[O:18][CH2:19][CH3:20].[ClH:27]>>[NH:8]1[N:9]=[C:10]2[N:11]([CH2:12][C:13](=[O:21])[N:14]2[CH2:15][C:16](=[O:17])[O:18][CH2:19][CH3:20])[CH2:22][C:23]1=[O:25].